Dataset: the Open Reaction Database (ORD), a public repository of structured organic reaction records. Task: describe an organic reaction: reactants, conditions, products, and yield Starting materials: N1C=NC2=C1C=CC(=C2)N (1H-benzo[d]imidazol-5-amine), TEA, N1(C=NC=C1)C(=O)N1C=NC=C1 (di-(imidazol-1-yl)methanone), C1(CCCCC1)C1=CC=C(C=O)C=C1 (4-cyclohexylbenzaldehyde), [Si](C)(C)(C)C#N (TMSCN). Reagents/catalysts: [Pd] (Pd/C). Yields the product N1C=NC2=C1C=CC(=C2)N2C(NCC2C2=CC=C(C=C2)C2CCCCC2)=O (1-(1H-benzo[d]imidazol-5-yl)-5-(4-cyclohexylphenyl)imidazolidin-2-one). Reaction SMILES: [NH:1]1[C:5]2[CH:6]=[CH:7][C:8]([NH2:10])=[CH:9][C:4]=2[N:3]=[CH:2]1.[CH:11]1([C:17]2[CH:24]=[CH:23][C:20]([CH:21]=O)=[CH:19][CH:18]=2)[CH2:16][CH2:15][CH2:14][CH2:13][CH2:12]1.[Si](C#N)(C)(C)C.[N:31]1([C:36](N2C=CN=C2)=[O:37])C=CN=[CH:32]1>[Pd]>[NH:1]1[C:5]2[CH:6]=[CH:7][C:8]([N:10]3[CH:21]([C:20]4[CH:23]=[CH:24][C:17]([CH:11]5[CH2:16][CH2:15][CH2:14][CH2:13][CH2:12]5)=[CH:18][CH:19]=4)[CH2:32][NH:31][C:36]3=[O:37])=[CH:9][C:4]=2[N:3]=[CH:2]1. Procedure details: The compound was synthesized starting from 1H-benzo[d]imidazol-5-amine (0.400 g, 3 mmol), 4-cyclohexylbenzaldehyde (0.565 g, 3 mmol), TMSCN (0.375 mL, 3 mmol), Pd/C (10%, 0.02 g), TEA 1.05 mL, 7.5 mmol), di-(imidazol-1-yl)methanone (0.730 g, 4.5 mmol) as described in method 2. Starting materials: CSCCN, CCOC(=O)c1ccccc1Nc1nc(Nc2cccc(CCN3CCOCC3)c2)ncc1F. Product: CSCCNC(=O)c1ccccc1Nc1nc(Nc2cccc(CCN3CCOCC3)c2)ncc1F. Reaction SMILES: [CH3:35][S:36][CH2:37][CH2:38][NH2:39].[F:1][c:2]1[c:3]([NH:23][c:24]2[c:25]([C:26]([O:28][CH2:27][CH3:29])=[O:30])[cH:31][cH:32][cH:33][cH:34]2)[n:4][c:5]([NH:8][c:9]2[cH:10][c:11]([CH2:15][CH2:16][N:17]3[CH2:18][CH2:19][O:20][CH2:21][CH2:22]3)[cH:12][cH:13][cH:14]2)[n:6][cH:7]1>>[F:1][c:2]1[c:3]([NH:23][c:24]2[c:25]([C:26](=[O:28])[NH:39][CH2:38][CH2:37][S:36][CH3:35])[cH:31][cH:32][cH:33][cH:34]2)[n:4][c:5]([NH:8][c:9]2[cH:10][c:11]([CH2:15][CH2:16][N:17]3[CH2:18][CH2:19][O:20][CH2:21][CH2:22]3)[cH:12][cH:13][cH:14]2)[n:6][cH:7]1. Reactants: COC(Cl)Cl, [Cl-], [Cl-], [Cl-], [Cl-], ClCCl, [Ti+4], Cc1ccc(S(=O)(=O)Oc2ccc(-c3ccccc3)cc2)cc1. Product: Cc1ccc(S(=O)(=O)Oc2ccc(-c3ccc(C=O)cc3)cc2)cc1. Reaction SMILES: [CH3:24][O:25][CH:26]([Cl:27])[Cl:28].[Cl-:32].[Cl-:33].[Cl-:34].[Cl-:35].[Cl:29][CH2:30][Cl:31].[Ti+4:36].[c:1]1([CH3:23])[cH:2][cH:3][c:4]([S:7](=[O:8])(=[O:9])[O:10][c:11]2[cH:12][cH:13][c:14](-[c:17]3[cH:18][cH:19][cH:20][cH:21][cH:22]3)[cH:15][cH:16]2)[cH:5][cH:6]1>>[c:1]1([CH3:23])[cH:2][cH:3][c:4]([S:7](=[O:8])(=[O:9])[O:10][c:11]2[cH:12][cH:13][c:14](-[c:17]3[cH:18][cH:19][c:20]([CH:24]=[O:25])[cH:21][cH:22]3)[cH:15][cH:16]2)[cH:5][cH:6]1. Starting materials: Brc1cccc(C2OCCCO2)c1, [Cu]I, CC(C)=CC(=O)C(F)(F)F. Yields the product CC(C)(CC(=O)C(F)(F)F)c1cccc(C2OCCCO2)c1. As a reaction SMILES: [Br:1][c:2]1[cH:3][c:4]([CH:8]2[O:9][CH2:10][CH2:11][CH2:12][O:13]2)[cH:5][cH:6][cH:7]1.[Cu:24][I:25].[F:14][C:15]([C:16]([CH:17]=[C:18]([CH3:19])[CH3:20])=[O:21])([F:22])[F:23]>>[c:2]1([C:18]([CH2:17][C:16]([C:15]([F:14])([F:22])[F:23])=[O:21])([CH3:19])[CH3:20])[cH:3][c:4]([CH:8]2[O:9][CH2:10][CH2:11][CH2:12][O:13]2)[cH:5][cH:6][cH:7]1. Starting materials: CCNCC, CCCn1c(=O)c2c(nc(C=Cc3cc(OC)c(OC)cc3S(=O)(=O)O)n2C)n(CCC)c1=O, CN(C)C=O, O, O=S(Cl)Cl. The product is CCCn1c(=O)c2c(nc(C=Cc3cc(OC)c(OC)cc3S(=O)(=O)N(CC)CC)n2C)n(CCC)c1=O. Reaction SMILES: [CH2:39]([CH3:40])[NH:41][CH2:42][CH3:43].[CH3:1][O:2][c:3]1[cH:4][c:5]([S:31](=[O:32])(=[O:33])[OH:34])[c:6]([CH:7]=[CH:8][c:9]2[n:10][c:11]3[n:12]([CH2:24][CH2:25][CH3:26])[c:13](=[O:23])[n:14]([CH2:20][CH2:21][CH3:22])[c:15](=[O:19])[c:16]3[n:17]2[CH3:18])[cH:27][c:28]1[O:29][CH3:30].[CH3:45][N:46]([CH3:47])[CH:48]=[O:49].[OH2:44].[S:35]([Cl:36])([Cl:37])=[O:38]>>[CH3:1][O:2][c:3]1[cH:4][c:5]([S:31](=[O:32])(=[O:33])[N:41]([CH2:39][CH3:40])[CH2:42][CH3:43])[c:6]([CH:7]=[CH:8][c:9]2[n:10][c:11]3[n:12]([CH2:24][CH2:25][CH3:26])[c:13](=[O:23])[n:14]([CH2:20][CH2:21][CH3:22])[c:15](=[O:19])[c:16]3[n:17]2[CH3:18])[cH:27][c:28]1[O:29][CH3:30]. The reactants are CC1(C(NNC1=O)=O)CCOC1OCCCC1 (4-methyl-4-[2-(tetrahydro-2-pyranyloxy)ethyl]pyrazolidine-3,5-dione), C(C=CC=C)(=O)OC (methyl penta-2,4-dienoate), C(C)(=O)[O-].C(C)(=O)[O-].C(C)(=O)[O-].C(C)(=O)[O-].[Pb+4] (lead tetraacetate). The solvent is ClCCl (dichloromethane), ClCCl (dichloromethane). Yields the product CC1(C(N2N(CC=CC2C(=O)OC)C1=O)=O)CCOC1OCCCC1 (methyl 2,3,5,8-tetrahydro-2-methyl-1,3-dioxo-2-[2-(tetrahydro-2-pyranyloxy)ethyl]-1H-pyrazolo[1,2-a]pyridazine-5-carboxylate). Yield: 38.4%. As a reaction SMILES: [CH3:1][C:2]1([CH2:9][CH2:10][O:11][CH:12]2[CH2:17][CH2:16][CH2:15][CH2:14][O:13]2)[C:6](=[O:7])[NH:5][NH:4][C:3]1=[O:8].[C:18]([O:24][CH3:25])(=[O:23])[CH:19]=[CH:20][CH:21]=[CH2:22].C([O-])(=O)C.C([O-])(=O)C.C([O-])(=O)C.C([O-])(=O)C.[Pb+4]>ClCCl>[CH3:1][C:2]1([CH2:9][CH2:10][O:11][CH:12]2[CH2:17][CH2:16][CH2:15][CH2:14][O:13]2)[C:6](=[O:7])[N:5]2[CH2:22][CH:21]=[CH:20][CH:19]([C:18]([O:24][CH3:25])=[O:23])[N:4]2[C:3]1=[O:8] |f:2.3.4.5.6|. Procedure: (B)(b) A mixture of 14.52 g (0.06 mol) of 4-methyl-4-[2-(tetrahydro-2-pyranyloxy)ethyl]pyrazolidine-3,5-dione and 6.72 g (0.066 mol) of methyl penta-2,4-dienoate in 150 ml of dry dichloromethane was stirred at room temperature under a stream of nitrogen. A solution of 26.64 g (0.06 mol) of lead tetraacetate in 100 ml of dry dichloromethane was added dropwise, the blue color being allowed to fade between additions. When the addition was complete and no blue color persisted, the resulting suspensi... The reactants are FC(C1=CC=C(OC2CNC2)C=C1)(F)F (3-[4-(trifluoromethyl)phenoxy]azetidine), [N+](=O)([O-])NC(=O)N (nitrourea), O (water). The solvent is CC(=O)C (acetone), ice water. Yields the product FC(C1=CC=C(OC2CN(C2)C(=O)N)C=C1)(F)F (3-[4-(Trifluoromethyl)phenoxy]-1-azetidinecarboxamide). Isolated yield 55.3%. RXN SMILES: [F:1][C:2]([F:15])([F:14])[C:3]1[CH:13]=[CH:12][C:6]([O:7][CH:8]2[CH2:11][NH:10][CH2:9]2)=[CH:5][CH:4]=1.[N+]([NH:19][C:20](N)=[O:21])([O-])=O.O>CC(C)=O>[F:15][C:2]([F:1])([F:14])[C:3]1[CH:4]=[CH:5][C:6]([O:7][CH:8]2[CH2:9][N:10]([C:20]([NH2:19])=[O:21])[CH2:11]2)=[CH:12][CH:13]=1. Procedure details: A solution of 9.6 g (0.025 mole) of 3-[4-(trifluoromethyl)phenoxy]azetidine 56.66% (contains diphenylmethane) in 50 ml of acetone was treated with 4.22 g (0.045 mole) of nitrourea and 5 ml of water. The mixture was heated on a hot plate until a clear solution was obtained then allowed to cool to ambient temperature during the next 4 hr. The reaction mixture was diluted with 200 ml of ice water and an oil separated (diphenylmethane) which was dissolved in 30/60 petroleum ether and separated. Upon...